This data is from the Open Reaction Database (ORD), a public repository of structured organic reaction records. The task is: describe an organic reaction: reactants, conditions, products, and yield Reactants: CC1C(=O)Oc2c1cccc2S(=O)(=O)c1ccccc1Cl, CO, [K+], [OH-]. Product: CC(C(=O)O)c1cccc(S(=O)(=O)c2ccccc2Cl)c1O. RXN SMILES: [CH3:1][CH:2]1[C:3](=[O:21])[O:4][c:5]2[c:6]1[cH:7][cH:8][cH:9][c:10]2[S:11](=[O:12])(=[O:13])[c:14]1[c:15]([Cl:20])[cH:16][cH:17][cH:18][cH:19]1.[CH3:24][OH:25].[K+:23].[OH-:22]>>[CH3:1][CH:2]([C:3]([OH:21])=[O:22])[c:6]1[c:5]([OH:4])[c:10]([S:11](=[O:12])(=[O:13])[c:14]2[c:15]([Cl:20])[cH:16][cH:17][cH:18][cH:19]2)[cH:9][cH:8][cH:7]1.